From a dataset of the Open Reaction Database (ORD), a public repository of structured organic reaction records. describe an organic reaction: reactants, conditions, products, and yield Reactants: C(C1=CC=CC=C1)OC(C[C@H](C(=O)N[C@@H](C(C)(C)C)C(NC)=O)N1C=C(C=C1)C1=CC=C(C=C1)C#N)=O (3(R)-[3-(4-cyanophenyl)-1H-pyrrol-1-yl]-N-[2,2-dimethyl-1(S)-(methylcarbamoyl)propyl]succinamic acid benzyl ester). Solvent: CO (MeOH), CCOC(=O)C (EtOAc). The product is C(#N)C1=CC=C(C=C1)C1=CN(C=C1)[C@H](CC(=O)O)C(=O)N[C@@H](C(C)(C)C)C(NC)=O (3(R)-[3-(4-cyanophenyl)-1H-pyrrol-1-yl]-N-[2,2-dimethyl-1(S)-(methylcarbamoyl)propyl]succinamic acid). Yield: 90.0%. As a reaction SMILES: C([O:8][C:9](=[O:37])[CH2:10][C@@H:11]([N:24]1[CH:28]=[CH:27][C:26]([C:29]2[CH:34]=[CH:33][C:32]([C:35]#[N:36])=[CH:31][CH:30]=2)=[CH:25]1)[C:12]([NH:14][C@H:15]([C:20](=[O:23])[NH:21][CH3:22])[C:16]([CH3:19])([CH3:18])[CH3:17])=[O:13])C1C=CC=CC=1>CO.CCOC(C)=O>[C:35]([C:32]1[CH:33]=[CH:34][C:29]([C:26]2[CH:27]=[CH:28][N:24]([C@@H:11]([C:12]([NH:14][C@H:15]([C:20](=[O:23])[NH:21][CH3:22])[C:16]([CH3:19])([CH3:17])[CH3:18])=[O:13])[CH2:10][C:9]([OH:37])=[O:8])[CH:25]=2)=[CH:30][CH:31]=1)#[N:36]. Procedure: According to the procedure described in Example 1(a), 3(R)-[3-(4-cyanophenyl)-1H-pyrrol-1-yl]-N-[2,2-dimethyl-1(S)-(methylcarbamoyl)propyl]succinamic acid benzyl ester in MeOH and EtOAc was hydrogenolyzed to provide 1.2 g (90%) of 3(R)-[3-(4-cyanophenyl)-1H-pyrrol-1-yl]-N-[2,2-dimethyl-1(S)-(methylcarbamoyl)propyl]succinamic acid as a yellow powder, mp 138-40° C.